This data is from the Open Reaction Database (ORD), a public repository of structured organic reaction records. The task is: describe an organic reaction: reactants, conditions, products, and yield Starting materials: CN1C(CC[C@@]2(C3=C(CC[C@@H]12)C=C(C=C3)Br)C)=O ((+)-(4aR)-(10bR)-4-methyl-8-bromo-10b-methyl-1,2,3,4,4a,5,6,10b-octahydrobenzo[f]quinolin-3-one), ClC=1C=C(C=CC1)B(O)O (3-chlorophenylboronic acid), C([O-])([O-])=O.[Na+].[Na+] (sodium carbonate), C1(=CC=CC=C1)C (toluene). The reagents and catalysts are [Pd].C1(=CC=CC=C1)P(C1=CC=CC=C1)C1=CC=CC=C1.C1(=CC=CC=C1)P(C1=CC=CC=C1)C1=CC=CC=C1.C1(=CC=CC=C1)P(C1=CC=CC=C1)C1=CC=CC=C1.C1(=CC=CC=C1)P(C1=CC=CC=C1)C1=CC=CC=C1 (tetrakis (triphenylphosphine) palladium (0)). Solvent: ClCCl (dichloromethane). The product is CN1C(CC[C@@]2(C3=C(CC[C@@H]12)C=C(C=C3)C3=CC(=CC=C3)Cl)C)=O ((+)-(4aR)-(10bR)-4-methyl-8-(3-chlorophenyl)-10b-methyl-1,2,3,4,4a,5,6,10b-octahydrobenzo[f]quinolin-3-one). Isolated yield 74.2%. Reaction SMILES: [CH3:1][N:2]1[C@H:11]2[C@@:6]([CH3:17])([C:7]3[CH:15]=[CH:14][C:13](Br)=[CH:12][C:8]=3[CH2:9][CH2:10]2)[CH2:5][CH2:4][C:3]1=[O:18].[Cl:19][C:20]1[CH:21]=[C:22](B(O)O)[CH:23]=[CH:24][CH:25]=1.C(=O)([O-])[O-].[Na+].[Na+].C1(C)C=CC=CC=1>ClCCl.[Pd].C1(P(C2C=CC=CC=2)C2C=CC=CC=2)C=CC=CC=1.C1(P(C2C=CC=CC=2)C2C=CC=CC=2)C=CC=CC=1.C1(P(C2C=CC=CC=2)C2C=CC=CC=2)C=CC=CC=1.C1(P(C2C=CC=CC=2)C2C=CC=CC=2)C=CC=CC=1>[CH3:1][N:2]1[C@H:11]2[C@@:6]([CH3:17])([C:7]3[CH:15]=[CH:14][C:13]([C:24]4[CH:23]=[CH:22][CH:21]=[C:20]([Cl:19])[CH:25]=4)=[CH:12][C:8]=3[CH2:9][CH2:10]2)[CH2:5][CH2:4][C:3]1=[O:18] |f:2.3.4,7.8.9.10.11|. Reported procedure: A 15 mL round bottom flask was charged with (+)-(4aR)-(10bR)-4-methyl-8-bromo-10b-methyl-1,2,3,4,4a,5,6,10b-octahydrobenzo[f]quinolin-3-one (200 mg, 0.65 mmol), tetrakis (triphenylphosphine) palladium (0) (23 mg, 0.02 mmol), 3-chlorophenylboronic acid (122 mg, 0.78 mmol), 0.65 mL of 2M sodium carbonate solution and 1.5 mL of toluene, fitted with a reflux condenser, and the stirred mixture was heated at 80°, under nitrogen, for 24 h. The mixture was cooled, diluted with dichloromethane (75 mL) an... The reactants are C(C)OC(C=CC[C@H](CCC1OC1(C)C)C)=O ((5S)-7-((RS)-3,3-dimethyl-oxiranyl)-5-methyl-hept-2-enoic acid ethyl ester). Reagents/catalysts: [Pd] (Pd/C). The solvent is CCOC(=O)C (AcOEt). The product is C(C)OC(CCC[C@H](CCC1OC1(C)C)C)=O ((5R)-7-((RS)-3,3-dimethyl-oxiranyl)-5-methyl-heptanoic acid ethyl ester). The yield is 82.5%. Reaction SMILES: [CH2:1]([O:3][C:4](=[O:17])[CH:5]=[CH:6][CH2:7][C@@H:8]([CH3:16])[CH2:9][CH2:10][CH:11]1[C:13]([CH3:15])([CH3:14])[O:12]1)[CH3:2]>CCOC(C)=O.[Pd]>[CH2:1]([O:3][C:4](=[O:17])[CH2:5][CH2:6][CH2:7][C@@H:8]([CH3:16])[CH2:9][CH2:10][CH:11]1[C:13]([CH3:15])([CH3:14])[O:12]1)[CH3:2]. Procedure details: 9.59 g of (5S)-7-((RS)-3,3-dimethyl-oxiranyl)-5-methyl-hept-2-enoic acid ethyl ester was hydrogenated at RT in 57 ml of AcOEt over 960 mg of Pd/C (5%) for 6 h. At that time, GC analysis indicated the complete disappearance of starting material. Filtration and flash chromatography (SiO2, hexane/AcOEt=9/1) afforded 7.98 g of (5R)-7-((RS)-3,3-dimethyl-oxiranyl)-5-methyl-heptanoic acid ethyl ester (roughly 1/1 epimeric mixture) as colorless oil. RXN SMILES: [Cl:1][c:2]1[c:3]([C:13]#[N:14])[cH:4][n:5][c:6]2[cH:7][cH:8][c:9]([CH3:12])[n:10][c:11]12.[Zn:15]>>[cH:2]1[c:3]([C:13]#[N:14])[cH:4][n:5][c:6]2[cH:7][cH:8][c:9]([CH3:12])[n:10][c:11]12. Starting materials: Cc1ccc2ncc(C#N)c(Cl)c2n1, [Zn]. Yields the product Cc1ccc2ncc(C#N)cc2n1.